This data is from the Open Reaction Database (ORD), a public repository of structured organic reaction records. The task is: describe an organic reaction: reactants, conditions, products, and yield The reactants are NC1=C(OC=2C=C(CNC([O-])=O)C=CC2)C=C(C=C1)Cl (3-(2-amino-5-chlorophenoxy)benzylcarbamate), BrCCCC(=O)OCC (ethyl 4-bromobutyrate), C([O-])([O-])=O.[K+].[K+] (potassium carbonate), CN(C=O)C (N,N-dimethylformamide). The solvent is O (water). Reaction conditions: temperature 60 celsius, time 3 hour. The product is C(C)(C)(C)OC(=O)NCC=1C=C(OC2=C(C=CC(=C2)Cl)NCCCC(=O)OCC)C=CC1 (ethyl 4-[2-[3-(tert-butoxycarbonylaminomethyl)phenoxy]-4-chlorophenyl]aminobutyrate). Yield: 118.4%. As a reaction SMILES: [NH2:1][C:2]1[CH:19]=[CH:18][C:17]([Cl:20])=[CH:16][C:3]=1[O:4][C:5]1[CH:6]=[C:7]([CH:13]=[CH:14][CH:15]=1)[CH2:8][NH:9][C:10](=[O:12])[O-:11].Br[CH2:22][CH2:23][CH2:24][C:25]([O:27][CH2:28][CH3:29])=[O:26].C(=O)([O-])[O-].[K+].[K+].CN(C)C=O>O>[C:7]([O:12][C:10]([NH:9][CH2:8][C:7]1[CH:6]=[C:5]([CH:15]=[CH:14][CH:13]=1)[O:4][C:3]1[CH:16]=[C:17]([Cl:20])[CH:18]=[CH:19][C:2]=1[NH:1][CH2:22][CH2:23][CH2:24][C:25]([O:27][CH2:28][CH3:29])=[O:26])=[O:11])([CH3:13])([CH3:8])[CH3:6] |f:2.3.4|. Procedure: A mixture of tert-butyl[3-(2-amino-5-chlorophenoxy)benzylcarbamate (3.5 g, 10 mmols), ethyl 4-bromobutyrate (2.9 ml, 20 mmols), potassium carbonate (1.4 g, 10 mmols) and N,N-dimethylformamide (30 ml) was stirred at 60° C. for 3 hours. The reaction mixture was cooled, poured into water, and extracted with ethyl acetate. The extract was washed with water, and then dried with anhydrous magnesium sulfate. This was concentrated under reduced pressure, and the residue was purified through silica gel c... Reactants: FC(C1=NC=C(C=O)C=C1)(F)F (6-(trifluoromethyl)nicotinaldehyde), [N+](#[C-])C(C)S(=O)(=O)C1=CC=C(C=C1)C (1-(1-isocyanoethylsulfonyl)-4-methylbenzene), C(=O)([O-])[O-].[K+].[K+] (K2CO3). The solvent is CO (methanol). Yields the product CC=1N=COC1C=1C=CC(=NC1)C(F)(F)F (5-(4-methyl-1,3-oxazol-5-yl)-2-(trifluoromethyl)pyridine). Yield: 88.3%. Reaction SMILES: [F:1][C:2]([F:12])([F:11])[C:3]1[CH:10]=[CH:9][C:6]([CH:7]=[O:8])=[CH:5][N:4]=1.[N+:13]([CH:15](S(C1C=CC(C)=CC=1)(=O)=O)[CH3:16])#[C-:14].C([O-])([O-])=O.[K+].[K+]>CO>[CH3:16][C:15]1[N:13]=[CH:14][O:8][C:7]=1[C:6]1[CH:9]=[CH:10][C:3]([C:2]([F:1])([F:11])[F:12])=[N:4][CH:5]=1 |f:2.3.4|. Procedure details: 6-(trifluoromethyl)nicotinaldehyde (7 g, 40 mmol), 1-(1-isocyanoethylsulfonyl)-4-methylbenzene (8.41 g, 40.0 mmol) and K2CO3 (6.63 g, 48.0 mmol) were heated to reflux in methanol (200 mL) overnight. The solution was cooled and the solvents removed in vacuo. The orange semi-solid was partitioned between water and ethyl acetate. The organic phase was washed with water and brine, dried over Na2SO4, filtered, and the solvents removed in vacuo. The crude product was purified by column chromatography ...